This data is from the Open Reaction Database (ORD), a public repository of structured organic reaction records. The task is: describe an organic reaction: reactants, conditions, products, and yield Starting materials: Material II, 4-octyloxy-benzoil chloride, Compound 5, C(CCCCCCC)C1=C(C=C(C=C1)C1=CC=C(C=C1)O)Cl (4-octyl-4'-hydroxy-3-chlorobiphenyl), C(CCCCCCC)C1=CC=C(C=C1)C1=CC(=C(C=C1)OC)Cl (4-octyl-4'-methoxy-3'-chlorobiphenyl), [OH-].[Na+] (sodium hydroxide), Cl (HCl). Conditions: time 24 hour. Yields the product ClC=1C=C(C=CC1)C1=CC=CC=C1 (3'-chlorobiphenyl), Compound 1. RXN SMILES: C([C:9]1[CH:14]=[CH:13][C:12]([C:15]2[CH:20]=[CH:19][C:18](O)=[CH:17][CH:16]=2)=[CH:11][C:10]=1[Cl:22])CCCCCCC.C(C1C=CC(C2C=CC(OC)=C(Cl)C=2)=CC=1)CCCCCCC.[OH-].[Na+].Cl>>[Cl:22][C:10]1[CH:11]=[C:12]([C:15]2[CH:16]=[CH:17][CH:18]=[CH:19][CH:20]=2)[CH:13]=[CH:14][CH:9]=1 |f:2.3|. Procedure details: 4-phenyl-2-chlorophenol is methylated by means of well-known method steps and 4-phenyl-2-chloroanisole (hereinafter referred to as Material I) is extracted. 1/3 mole of Material I is dissolved into carbon disulfide 300cc and a Friedel Craft's reaction is effected in a MILO flask in which 1/3 mole of octanol chloride and 60 grams of anhydrous ammonium chloride are placed. As a result, 4-octanoyl-4'-methoxy-3'-chlorobiphenyl (hereinafter referred to as Compound 4) is extracted with a yield of 75%.... Reactants: CC1=C(C=C(C(=C1)N)C)N (2,5-Dimethyl-p-phenylenediamine), C(C1=CC=CC=C1)(=O)N=C=S (benzoylisothiocyanate). Run in C(C)(=O)OCC (ethyl acetate). Run at time 10 minute. Product: C(C1=CC=CC=C1)(=O)NC(=S)NC1=C(C=C(C(=C1)C)NC(NC(C1=CC=CC=C1)=O)=S)C (1,4-di(benzoylthiocarbamoylamino)-2,5-dimethylbenzene). Isolated yield 98.7%. RXN SMILES: [CH3:1][C:2]1[CH:7]=[C:6]([NH2:8])[C:5]([CH3:9])=[CH:4][C:3]=1[NH2:10].[C:11]([N:19]=[C:20]=[S:21])(=[O:18])[C:12]1[CH:17]=[CH:16][CH:15]=[CH:14][CH:13]=1>C(OCC)(=O)C>[C:11]([NH:19][C:20]([NH:8][C:6]1[CH:7]=[C:2]([CH3:1])[C:3]([NH:10][C:20](=[S:21])[NH:19][C:11](=[O:18])[C:12]2[CH:17]=[CH:16][CH:15]=[CH:14][CH:13]=2)=[CH:4][C:5]=1[CH3:9])=[S:21])(=[O:18])[C:12]1[CH:17]=[CH:16][CH:15]=[CH:14][CH:13]=1. Reported procedure: 2,5-Dimethyl-p-phenylenediamine (0.340 g, 2.5 mM) was dissolved in 30 ml of ethyl acetate, and 2 equivalents of benzoylisothiocyanate (0.816 g, 5 mM) were added. The mixture was stirred at room temperature for 10 minutes. After cooling, the reaction mixture was filtered, and washed with ethyl acetate/n-hexane to obtain 1.14 g (98.6% yield) of a colorless crystal of compound A-26. The reactants are Cc1ccccc1, CC(O)c1cccc(Oc2ccc(Cl)cc2N)c1, O, [N-]=[N+]=NP(=O)(c1ccccc1)c1ccccc1. Reaction SMILES: [CH3:37][c:38]1[cH:39][cH:40][cH:41][cH:42][cH:43]1.[NH2:1][c:2]1[c:3]([O:4][c:5]2[cH:6][c:7]([CH:11]([CH3:12])[OH:13])[cH:8][cH:9][cH:10]2)[cH:14][cH:15][c:16]([Cl:18])[cH:17]1.[OH2:36].[c:19]1([P:20]([c:21]2[cH:22][cH:23][cH:24][cH:25][cH:26]2)(=[O:27])[N:33]=[N+:34]=[N-:35])[cH:28][cH:29][cH:30][cH:31][cH:32]1>>[NH2:1][c:2]1[c:3]([O:4][c:5]2[cH:6][c:7]([CH:11]([CH3:12])[N:33]=[N+:34]=[N-:35])[cH:8][cH:9][cH:10]2)[cH:14][cH:15][c:16]([Cl:18])[cH:17]1. Product: CC(N=[N+]=[N-])c1cccc(Oc2ccc(Cl)cc2N)c1. The reactants are C1CCOC1, CCC(CO)N(CC(F)(F)F)c1ccc([N+](=O)[O-])cc1F, [H-], [Na+]. Yields the product CCC1COc2cc([N+](=O)[O-])ccc2N1CC(F)(F)F. As a reaction SMILES: [CH2:24]1[O:25][CH2:26][CH2:27][CH2:28]1.[F:1][c:2]1[c:3]([N:4]([CH:5]([CH2:6][OH:7])[CH2:8][CH3:9])[CH2:10][C:11]([F:12])([F:13])[F:14])[cH:15][cH:16][c:17]([N+:19](=[O:20])[O-:21])[cH:18]1.[H-:23].[Na+:22]>>[c:2]12[c:3]([cH:15][cH:16][c:17]([N+:19](=[O:20])[O-:21])[cH:18]1)[N:4]([CH2:10][C:11]([F:12])([F:13])[F:14])[CH:5]([CH2:8][CH3:9])[CH2:6][O:7]2. The reactants are C(#N)N1CCC2=C(C1)C1=C(OC2(C)C)C=C(C=C1O)C(C(CCCCC)C)C (2-cyano-5,5-dimethyl-8-(1,2-dimethylheptyl)-10-hydroxy-1,2,3,4-tetrahydro-5H-[1]benzopyrano[3,4-d]pyridine), Cl.NO (hydroxylamine hydrochloride), C([O-])([O-])=O.[Na+].[Na+] (sodium carbonate). Run in CN(C=O)C (dimethylformamide). Product: CC1(OC2=C(C(=CC(=C2)C(C(CCCCC)C)C)O)C2=C1CCN(C2)C(N)=NO)C (5,5-dimethyl-8-(1,2-dimethylheptyl)-10-hydroxy-1,2,3,4-tetrahydro-5H-[1]benzopyrano[3,4-d]pyridine-2-carboxamidoxime). Yield: 51.4%. As a reaction SMILES: [C:1]([N:3]1[CH2:8][C:7]2[C:9]3[C:18]([OH:19])=[CH:17][C:16]([CH:20]([CH3:28])[CH:21]([CH3:27])[CH2:22][CH2:23][CH2:24][CH2:25][CH3:26])=[CH:15][C:10]=3[O:11][C:12]([CH3:14])([CH3:13])[C:6]=2[CH2:5][CH2:4]1)#[N:2].Cl.[NH2:30][OH:31].C(=O)([O-])[O-].[Na+].[Na+]>CN(C)C=O>[CH3:13][C:12]1([CH3:14])[C:6]2[CH2:5][CH2:4][N:3]([C:1](=[N:30][OH:31])[NH2:2])[CH2:8][C:7]=2[C:9]2[C:18]([OH:19])=[CH:17][C:16]([CH:20]([CH3:28])[CH:21]([CH3:27])[CH2:22][CH2:23][CH2:24][CH2:25][CH3:26])=[CH:15][C:10]=2[O:11]1 |f:1.2,3.4.5|. Procedure details: A mixture of 0.5 g (1.31 mmole) of 2-cyano-5,5-dimethyl-8-(1,2-dimethylheptyl)-10-hydroxy-1,2,3,4-tetrahydro-5H-[1]benzopyrano[3,4-d]pyridine, 0.139 g (2.0 mmole) of hydroxylamine hydrochloride and 0.212 g (2.0 mmole) of sodium carbonate in 17 ml of dimethylformamide was heated on a steam bath for 1.5 hours. After cooling, the reaction mixture was partitioned between 50 ml each of chloroform and water. The organic layer was separated, washed with water, dried over Na2SO4 and filtered. After remo... Product: CC(=O)CCCCCC(=O)OCc1ccccc1. Reaction SMILES: [Br:12][CH2:13][c:14]1[cH:15][cH:16][cH:17][cH:18][cH:19]1.[C:20](=[O:21])([O-:22])[O-:23].[K+:24].[K+:25].[O:1]=[C:2]([CH2:3][CH2:4][CH2:5][CH2:6][CH2:7][C:8](=[O:9])[OH:10])[CH3:11].[O:26]=[CH:27][N:28]([CH3:29])[CH3:30]>>[O:1]=[C:2]([CH2:3][CH2:4][CH2:5][CH2:6][CH2:7][C:8](=[O:9])[O:10][CH2:13][c:14]1[cH:15][cH:16][cH:17][cH:18][cH:19]1)[CH3:11]. The reactants are BrCc1ccccc1, O=C([O-])[O-], [K+], [K+], CC(=O)CCCCCC(=O)O, CN(C)C=O. Reactants: COC(=O)CC(=O)OC, Cc1ccccc1, O=[N+]([O-])C=Cc1ccccc1. Product: COC(=O)C(C(=O)OC)C(C[N+](=O)[O-])c1ccccc1. Reaction SMILES: [C:12]([CH2:13][C:14](=[O:15])[O:16][CH3:17])(=[O:18])[O:19][CH3:20].[CH3:21][c:22]1[cH:23][cH:24][cH:25][cH:26][cH:27]1.[N+:1](=[O:2])([O-:3])[CH:4]=[CH:5][c:6]1[cH:7][cH:8][cH:9][cH:10][cH:11]1>>[N+:1](=[O:2])([O-:3])[CH2:4][CH:5]([c:6]1[cH:7][cH:8][cH:9][cH:10][cH:11]1)[CH:13]([C:12](=[O:18])[O:19][CH3:20])[C:14](=[O:15])[O:16][CH3:17].